Dataset: the Open Reaction Database (ORD), a public repository of structured organic reaction records. Task: describe an organic reaction: reactants, conditions, products, and yield Starting materials: CN(C)C1CCC(C(=O)Nc2c(C(=O)Nc3ccc(Cl)cn3)oc3ccc(C(=O)O)cc23)CC1, O=S(Cl)Cl. Product: CN(C)C1CCC(C(=O)Nc2c(C(=O)Nc3ccc(Cl)cn3)oc3ccc(CO)cc23)CC1. As a reaction SMILES: [C:1](=[O:2])([OH:3])[c:4]1[cH:5][cH:6][c:7]2[c:8]([c:9]([NH:22][C:23](=[O:24])[CH:25]3[CH2:26][CH2:27][CH:28]([N:31]([CH3:32])[CH3:33])[CH2:29][CH2:30]3)[c:10]([C:12](=[O:13])[NH:14][c:15]3[n:16][cH:17][c:18]([Cl:21])[cH:19][cH:20]3)[o:11]2)[cH:34]1.[S:35]([Cl:36])([Cl:37])=[O:38]>>[CH2:1]([OH:2])[c:4]1[cH:5][cH:6][c:7]2[c:8]([c:9]([NH:22][C:23](=[O:24])[CH:25]3[CH2:26][CH2:27][CH:28]([N:31]([CH3:32])[CH3:33])[CH2:29][CH2:30]3)[c:10]([C:12](=[O:13])[NH:14][c:15]3[n:16][cH:17][c:18]([Cl:21])[cH:19][cH:20]3)[o:11]2)[cH:34]1.